This data is from the Open Reaction Database (ORD), a public repository of structured organic reaction records. The task is: describe an organic reaction: reactants, conditions, products, and yield The reactants are COc1ccc2c(c1)N(CCN1CCC(N(C(=O)[O-])C(C)(C)C)CC1)C(=O)OC2, ClCCl, O=C(O)C(F)(F)F. The product is COc1ccc2c(c1)N(CCN1CCC(N)CC1)C(=O)OC2. Reaction SMILES: [C:1]([N:5]([C:2](=[O:3])[O-:4])[CH:9]1[CH2:10][CH2:11][N:12]([CH2:15][CH2:16][N:17]2[C:18](=[O:29])[O:19][CH2:20][c:21]3[c:22]2[cH:23][c:24]([O:27][CH3:28])[cH:25][cH:26]3)[CH2:13][CH2:14]1)([CH3:6])([CH3:7])[CH3:8].[Cl:37][CH2:38][Cl:39].[OH:30][C:31]([C:32]([F:33])([F:34])[F:35])=[O:36]>>[NH2:5][CH:9]1[CH2:10][CH2:11][N:12]([CH2:15][CH2:16][N:17]2[C:18](=[O:29])[O:19][CH2:20][c:21]3[c:22]2[cH:23][c:24]([O:27][CH3:28])[cH:25][cH:26]3)[CH2:13][CH2:14]1. Starting materials: FC(C1=C(C=O)C=CC=C1)(F)F (2-(trifluoromethyl)benzaldehyde), NC=1C=C2[C@@H]3[C@H](CN4C2=C(C1)CC4)CN(C3)C(=O)OC(C)(C)C ((±)-cis tert-butyl 2-amino-4,5,7a,8,10,10a-hexahydrodipyrrolo[3,4-c:3′,2′,1′-ij]quinoline-9(7H)-carboxylate), (±)-cis-N-[2-(trifluoromethyl)benzyl]-4,5,7,7a,8,9,10,10a-octahydrodipyrrolo[3,4-c:3′,2′,1′-ij]quinolin-2-amine, bis-trifluoroacetic acid salt. Yields the product FC(C1=C(CNC=2C=C3[C@@H]4[C@H](CN5C3=C(C2)CC5)CNC4)C=CC=C1)(F)F ((±)-cis-N-[2-(trifluoromethyl)benzyl]-4,5,7,7a,8,9,10,10a-octahydrodipyrrolo[3,4-c:3′,2′,1′-ij]quinolin-2-amine). Reaction SMILES: [F:1][C:2]([F:12])([F:11])[C:3]1[CH:10]=[CH:9][CH:8]=[CH:7][C:4]=1[CH:5]=O.[NH2:13][C:14]1[CH:15]=[C:16]2[C:21]3=[C:22]([CH2:24][CH2:25][N:20]3[CH2:19][C@@H:18]3[CH2:26][N:27](C(OC(C)(C)C)=O)[CH2:28][C@H:17]23)[CH:23]=1>>[F:1][C:2]([F:12])([F:11])[C:3]1[CH:10]=[CH:9][CH:8]=[CH:7][C:4]=1[CH2:5][NH:13][C:14]1[CH:15]=[C:16]2[C:21]3=[C:22]([CH2:24][CH2:25][N:20]3[CH2:19][C@@H:18]3[CH2:26][NH:27][CH2:28][C@H:17]23)[CH:23]=1. Procedure details: Using 2-(trifluoromethyl)benzaldehyde and following the procedures described in EXAMPLE 76, (±)-cis tert-butyl 2-amino-4,5,7a,8,10,10a-hexahydrodipyrrolo[3,4-c:3′,2′,1′-ij]quinoline-9(7H)-carboxylate was converted into (±)-cis-N-[2-(trifluoromethyl)benzyl]-4,5,7,7a,8,9,10,10a-octahydrodipyrrolo[3,4-c:3′,2′,1′-ij]quinolin-2-amine, bis-trifluoroacetic acid salt, after HPLC purification (C18 reverse phase column, elution with a H2O/CH3CN gradient with 0.5% TFA). This material was free-based with aq... Starting materials: C1=CC(=CC(=C1)Cl)C(=O)OO (mCPBA), FC1=CC=C(C=C1)C=1N(C=2C(=NC(=CC2)N)N1)C1=NC(=NC=C1)SC (2-(4-Fluorophenyl)-1-(2-methylthio-4-pyrimidinyl)-5-aminoimidazo[4,5-b]pyridine), C(=O)([O-])[O-].[Na+].[Na+] (Na2CO3). The solvent is C1(=CC=CC=C1)[C@H](C)N (1-(S)-phenylethylamine), C(Cl)Cl.CC(=O)O (CH2Cl2 HOAc). Conditions: temperature 120 celsius, time 30 minute. The product is FC1=CC=C(C=C1)C=1NC=2C(=NC(=CC2)N)N1 (2-(4-Fluorophenyl)-5-aminoimidazo[4,5-b]pyridine). Yield: 42.4%. RXN SMILES: [F:1][C:2]1[CH:7]=[CH:6][C:5]([C:8]2[N:9](C3C=CN=C(SC)N=3)[C:10]3[C:11]([N:17]=2)=[N:12][C:13]([NH2:16])=[CH:14][CH:15]=3)=[CH:4][CH:3]=1.C1C=C(Cl)C=C(C(OO)=O)C=1.C([O-])([O-])=O.[Na+].[Na+]>C(Cl)Cl.CC(O)=O.C1([C@@H](N)C)C=CC=CC=1>[F:1][C:2]1[CH:3]=[CH:4][C:5]([C:8]2[NH:9][C:10]3[C:11]([N:17]=2)=[N:12][C:13]([NH2:16])=[CH:14][CH:15]=3)=[CH:6][CH:7]=1 |f:2.3.4,5.6|. Procedure details: 2-(4-Fluorophenyl)-1-(2-methylthio-4-pyrimidinyl)-5-aminoimidazo[4,5-b]pyridine (110 mg, 0.31 mmol) is dissolved in CH2Cl2/HOAc 1:1 (6.2 nm), combined at 0° C. with mCPBA (84 mg 70%, 0.34 mmol) and stirred for 30 min. The reaction mixture is poured on 2N Na2CO3 and extracted with ethyl acetate three times. The combined organic phases are dried over Na3SO4, filtered and evaporated to dryness to yield the crude sulfoxide (110 mg). 50 mg are dissolved in 1-(S)-phenylethylamine (0.5 ml) and heated t... Starting materials: Cc1cc2c(s1)Nc1ccccc1N=C2N, COCCCCC1CNCCN1, CN1CCCC1=O, [Cl-], [Na+]. The product is COCCCCC1CN(C2=Nc3ccccc3Nc3sc(C)cc32)CCN1. Reaction SMILES: [CH3:13][c:14]1[cH:15][c:16]2[c:22]([s:23]1)[NH:21][c:20]1[c:19]([cH:27][cH:26][cH:25][cH:24]1)[N:18]=[C:17]2[NH2:28].[CH3:1][O:2][CH2:3][CH2:4][CH2:5][CH2:6][CH:7]1[NH:8][CH2:9][CH2:10][NH:11][CH2:12]1.[CH3:29][N:30]1[CH2:31][CH2:32][CH2:33][C:34]1=[O:35].[Cl-:37].[Na+:36]>>[CH3:1][O:2][CH2:3][CH2:4][CH2:5][CH2:6][CH:7]1[NH:8][CH2:9][CH2:10][N:11]([C:17]2=[N:18][c:19]3[c:20]([cH:24][cH:25][cH:26][cH:27]3)[NH:21][c:22]3[c:16]2[cH:15][c:14]([CH3:13])[s:23]3)[CH2:12]1.